This data is from the Open Reaction Database (ORD), a public repository of structured organic reaction records. The task is: describe an organic reaction: reactants, conditions, products, and yield The reactants are ClCCOC=1C(=C(C=C(C1)F)CS(=O)(=O)C1=CC=CC2=CC=CC=C12)[N+](=O)[O-] (1-[3-(2-chloro-ethoxy)-5-fluoro-2-nitro-phenylmethanesulfonyl]-naphthalene), O.NN (Hydrazine hydrate). Reagents/catalysts: [Pd] (Pd/C). Solvent: C(C)O (ethanol). Run at temperature 60 celsius. The product is ClCCOC1=C(C(=CC(=C1)F)CS(=O)(=O)C1=CC=CC2=CC=CC=C12)N (2-(2-Chloro-ethoxy)-4-fluoro-6-(naphthalene-1-sulfonyl-methyl)-phenylamine), solid. Yield: 97.9%. RXN SMILES: [Cl:1][CH2:2][CH2:3][O:4][C:5]1[C:6]([N+:26]([O-])=O)=[C:7]([CH2:12][S:13]([C:16]2[C:25]3[C:20](=[CH:21][CH:22]=[CH:23][CH:24]=3)[CH:19]=[CH:18][CH:17]=2)(=[O:15])=[O:14])[CH:8]=[C:9]([F:11])[CH:10]=1.O.NN>C(O)C.[Pd]>[Cl:1][CH2:2][CH2:3][O:4][C:5]1[CH:10]=[C:9]([F:11])[CH:8]=[C:7]([CH2:12][S:13]([C:16]2[C:25]3[C:20](=[CH:21][CH:22]=[CH:23][CH:24]=3)[CH:19]=[CH:18][CH:17]=2)(=[O:14])=[O:15])[C:6]=1[NH2:26] |f:1.2|. Reported procedure: A mixture of 1-[3-(2-chloro-ethoxy)-5-fluoro-2-nitro-phenylmethanesulfonyl]-naphthalene (1.0 g, 2.36 mmoles) in ethanol (25 mL) was stirred under nitrogen in a round bottom flask at 60° C. 10% Pd/C was added, and the temperature was increased to 80° C. Hydrazine hydrate (2.0 mL) was added dropwise and the mixture was stirred at reflux for 3 hours. Reaction mixture was filtered off through Celite, and the solution was washed with H2O (3×), dried over Na2SO4, and concentrated under vacuum to affor... The reactants are CC#N, COCCN1C(=O)C(Cl)=C(c2ccccc2)C1=O, CC(=O)c1cc2cc(N)ccc2o1. The product is COCCN1C(=O)C(Nc2ccc3oc(C(C)=O)cc3c2)=C(c2ccccc2)C1=O. RXN SMILES: [CH3:32][C:33]#[N:34].[Cl:1][C:2]1=[C:6]([c:7]2[cH:8][cH:9][cH:10][cH:11][cH:12]2)[C:5](=[O:13])[N:4]([CH2:14][CH2:15][O:16][CH3:17])[C:3]1=[O:18].[NH2:19][c:20]1[cH:21][c:22]2[c:23]([o:24][c:25]([C:27]([CH3:28])=[O:29])[cH:26]2)[cH:30][cH:31]1>>[C:2]1([NH:19][c:20]2[cH:21][c:22]3[c:23]([o:24][c:25]([C:27]([CH3:28])=[O:29])[cH:26]3)[cH:30][cH:31]2)=[C:6]([c:7]2[cH:8][cH:9][cH:10][cH:11][cH:12]2)[C:5](=[O:13])[N:4]([CH2:14][CH2:15][O:16][CH3:17])[C:3]1=[O:18]. Reactants: ClC=1N=NC=C2C1N(C(=C2C)C)C=C (7-chloro-2,3-dimethyl-1-vinylpyrrolo[2,3-d]pyridazine), C(C1=CC=CC=C1)O (benzyl alcohol). The product is C(C1=CC=CC=C1)OC=1N=NC=C2C1N(C(=C2C)C)C=C (7-Benzyloxy-2,3-dimethyl-1-vinylpyrrolo[2,3-d]pyridazine). The yield is 59.7%. As a reaction SMILES: Cl[C:2]1[N:3]=[N:4][CH:5]=[C:6]2[C:10]([CH3:11])=[C:9]([CH3:12])[N:8]([CH:13]=[CH2:14])[C:7]=12.[CH2:15]([OH:22])[C:16]1[CH:21]=[CH:20][CH:19]=[CH:18][CH:17]=1>>[CH2:15]([O:22][C:2]1[N:3]=[N:4][CH:5]=[C:6]2[C:10]([CH3:11])=[C:9]([CH3:12])[N:8]([CH:13]=[CH2:14])[C:7]=12)[C:16]1[CH:21]=[CH:20][CH:19]=[CH:18][CH:17]=1. Procedure: The title compound was prepared as a white powder in 59.7% yield in a similar procedure to that described in Example 1 by using 7-chloro-2,3-dimethyl-1-vinylpyrrolo[2,3-d]pyridazine and benzyl alcohol.